The task is: describe an organic reaction: reactants, conditions, products, and yield. This data is from the Open Reaction Database (ORD), a public repository of structured organic reaction records. The reactants are C(C1=CC=CC=C1)(C1=CC=CC=C1)N (Benzhydrylamine), Br[C@H](CC)[C@@H]1OC1 ((2R*)-2-[(1R*)-1-Bromopropyl]oxirane). The solvent is CO (methanol). Yields the product C1(=CC=CC=C1)C(N1[C@H]([C@@H](C1)O)CC)C1=CC=CC=C1 (trans(±)-1-(Diphenylmethyl)-2-ethylazetidin-3-ol). Isolated yield 48.6%. As a reaction SMILES: [CH:1]([NH2:14])([C:8]1[CH:13]=[CH:12][CH:11]=[CH:10][CH:9]=1)[C:2]1[CH:7]=[CH:6][CH:5]=[CH:4][CH:3]=1.Br[C@@H:16]([C@H:19]1[CH2:21][O:20]1)[CH2:17][CH3:18]>CO>[C:2]1([CH:1]([C:8]2[CH:9]=[CH:10][CH:11]=[CH:12][CH:13]=2)[N:14]2[CH2:21][C@@H:19]([OH:20])[C@@H:16]2[CH2:17][CH3:18])[CH:7]=[CH:6][CH:5]=[CH:4][CH:3]=1. Procedure: Benzhydrylamine (1.04 mL, 6.06 mmol) was added to a solution of (2R*)-2-[(1R*)-1-bromopropyl]oxirane obtained in Example (234a) (1.00 g, 6.06 mmol) in methanol (6 mL), and the mixture was heated under reflux for 17 hours. The reaction solution was concentrated under reduced pressure. Saturated aqueous sodium carbonate solution was added to the resulting residue, followed by extraction with ethyl acetate. The combined organic layers were dried over anhydrous magnesium sulfate. Following filtratio... Starting materials: FC(C1=C(C=CC=C1)NC(=O)C1CCNCC1)(F)F (piperidine-4-carboxylic acid (2-trifluoromethylphenyl)amide), C1(CC1)CCNC(=O)C=1N=NC(=CC1)Cl (6-chloropyridazine-3-carboxylic acid (2-cyclopropylethyl)amide). The product is C1(CC1)CCNC(=O)C=1N=NC(=CC1)N1CCC(CC1)C(NC1=C(C=CC=C1)C(F)(F)F)=O (6-[4-(2-TRIFLUOROMETHYLPHENYLCARBAMOYL)PIPERIDIN-1-YL]PYRIDAZINE-3-CARBOXYLIC ACID (2-CYCLOPROPYLETHYL)AMIDE). Yield: 89.0%. As a reaction SMILES: [F:1][C:2]([F:19])([F:18])[C:3]1[CH:8]=[CH:7][CH:6]=[CH:5][C:4]=1[NH:9][C:10]([CH:12]1[CH2:17][CH2:16][NH:15][CH2:14][CH2:13]1)=[O:11].[CH:20]1([CH2:23][CH2:24][NH:25][C:26]([C:28]2[N:29]=[N:30][C:31](Cl)=[CH:32][CH:33]=2)=[O:27])[CH2:22][CH2:21]1>>[CH:20]1([CH2:23][CH2:24][NH:25][C:26]([C:28]2[N:29]=[N:30][C:31]([N:15]3[CH2:16][CH2:17][CH:12]([C:10](=[O:11])[NH:9][C:4]4[CH:5]=[CH:6][CH:7]=[CH:8][C:3]=4[C:2]([F:1])([F:18])[F:19])[CH2:13][CH2:14]3)=[CH:32][CH:33]=2)=[O:27])[CH2:22][CH2:21]1. Procedure: Following the procedure as described in Example 1, making variations only as required to use piperidine-4-carboxylic acid (2-trifluoromethylphenyl)amide in place of piperidin-4-yl-(2-trifluoromethylphenyl)amine to react with 6-chloropyridazine-3-carboxylic acid (2-cyclopropylethyl)amide, the title compound was obtained as a white powder in 89% yield. 1H NMR (300 MHz, CDCl3) δ 8.06 (d, J=7.9 Hz, 1H), 7.96 (d, J=9.4 Hz, 2H), 7.58-7.48 (m, 3H), 7.24-7.18 (m, 1H), 6.97 (d, J=9.5 Hz, 1H), 4.53-4.49 (... Solvent: O1CCOCC1 (dioxane). The product is FC1=C(CSC2=NC(=CC(=N2)NS(=O)(=O)N2CCC2)O[C@H]([C@H](C)O)C)C=CC=C1F (N-(2-[(2,3-difluorobenzyl)thio]-6-{[(1S,2S)-2-hydroxy-1-methylpropyl]oxy}pyrimidin-4-yl)azetidine-1-sulfonamide). Reported procedure: The title compound was prepared according to the procedure outlined in example 4 using a mixture of azetidine-1-sulfonamide (150 mg), tris(dibenzylideneacetone)dipalladium (0) (25 mg), 2-dicyclohexylphosphino-2′,4′,6′-tri-isopropyl-1,1′-biphenyl (XPHOS) (25 mg), cesium carbonate (244 mg) and (2S,3S)-3-({6-chloro-2-[(2,3-difluorobenzyl)thio]pyrimidin-4-yl}oxy)butan-2-ol (200 mg) in anhydrous dioxane (10 ml). Purification was by reverse phase HPLC eluting with acetonitrile/aq. 0.1% ammonium acetat... Starting materials: N1(CCC1)S(=O)(=O)N (azetidine-1-sulfonamide), C1(CCCCC1)P(C1=C(C=CC=C1)C1=C(C=C(C=C1C(C)C)C(C)C)C(C)C)C1CCCCC1 (2-dicyclohexylphosphino-2′,4′,6′-tri-isopropyl-1,1′-biphenyl), C([O-])([O-])=O.[Cs+].[Cs+] (cesium carbonate), ClC1=CC(=NC(=N1)SCC1=C(C(=CC=C1)F)F)O[C@H]([C@H](C)O)C ((2S,3S)-3-({6-chloro-2-[(2,3-difluorobenzyl)thio]pyrimidin-4-yl}oxy)butan-2-ol). Reagents/catalysts: C=1C=CC(=CC1)/C=C/C(=O)/C=C/C2=CC=CC=C2.C=1C=CC(=CC1)/C=C/C(=O)/C=C/C2=CC=CC=C2.C=1C=CC(=CC1)/C=C/C(=O)/C=C/C2=CC=CC=C2.[Pd].[Pd] (tris(dibenzylideneacetone)dipalladium). RXN SMILES: [N:1]1([S:5]([NH2:8])(=[O:7])=[O:6])[CH2:4][CH2:3][CH2:2]1.C1(P(C2CCCCC2)C2C=CC=CC=2C2C(C(C)C)=CC(C(C)C)=CC=2C(C)C)CCCCC1.C(=O)([O-])[O-].[Cs+].[Cs+].Cl[C:50]1[N:55]=[C:54]([S:56][CH2:57][C:58]2[CH:63]=[CH:62][CH:61]=[C:60]([F:64])[C:59]=2[F:65])[N:53]=[C:52]([O:66][C@@H:67]([CH3:71])[C@@H:68]([OH:70])[CH3:69])[CH:51]=1>O1CCOCC1.C1C=CC(/C=C/C(/C=C/C2C=CC=CC=2)=O)=CC=1.C1C=CC(/C=C/C(/C=C/C2C=CC=CC=2)=O)=CC=1.C1C=CC(/C=C/C(/C=C/C2C=CC=CC=2)=O)=CC=1.[Pd].[Pd]>[F:65][C:59]1[C:60]([F:64])=[CH:61][CH:62]=[CH:63][C:58]=1[CH2:57][S:56][C:54]1[N:55]=[C:50]([NH:8][S:5]([N:1]2[CH2:4][CH2:3][CH2:2]2)(=[O:7])=[O:6])[CH:51]=[C:52]([O:66][C@@H:67]([CH3:71])[C@@H:68]([OH:70])[CH3:69])[N:53]=1 |f:2.3.4,7.8.9.10.11|. The reactants are C(C)(C)(C)OC(CN1C=C(C2=CC(=CC=C12)OC)C(C)=O)=O ((3-acetyl-5-methoxy-indol-1-yl)-acetic acid tert-butyl ester), C(=O)(C(F)(F)F)O (TFA). Solvent: C(Cl)Cl (CH2Cl2). Reaction conditions: time 8 hour. The product is C(C)(=O)C1=CN(C2=CC=C(C=C12)OC)CC(=O)O ((3-Acetyl-5-methoxy-indol-1-yl)-acetic acid). RXN SMILES: C([O:5][C:6](=[O:22])[CH2:7][N:8]1[C:16]2[C:11](=[CH:12][C:13]([O:17][CH3:18])=[CH:14][CH:15]=2)[C:10]([C:19](=[O:21])[CH3:20])=[CH:9]1)(C)(C)C.C(O)(C(F)(F)F)=O>C(Cl)Cl>[C:19]([C:10]1[C:11]2[C:16](=[CH:15][CH:14]=[C:13]([O:17][CH3:18])[CH:12]=2)[N:8]([CH2:7][C:6]([OH:22])=[O:5])[CH:9]=1)(=[O:21])[CH3:20]. Reported procedure: To (3-acetyl-5-methoxy-indol-1-yl)-acetic acid tert-butyl ester (520 mg, 1.71 mmol) in CH2Cl2 (15 mL) was added TFA (1.32 mL, 17.1 mmol). The reaction mixture was stirred at RT overnight. Volatiles were evaporated, then the crude material was taken up in 5 mL of 1M aqueous NaOH solution and washed with CH2Cl2 which was discarded. The water phase was acidified to pH=1 by adding a 6M aqueous HCl solution, and then was extracted twice with AcOEt. The combined organic phases were dried (Phase separa...